Dataset: the Open Reaction Database (ORD), a public repository of structured organic reaction records. Task: describe an organic reaction: reactants, conditions, products, and yield The reactants are O=C(O)COCc1ccccc1, CN(C)c1ccncc1, CC(=O)c1ccc(N)cc1, CN(C)C=O. Yields the product CC(=O)c1ccc(NC(=O)COCc2ccccc2)cc1. RXN SMILES: [CH2:1]([c:2]1[cH:3][cH:4][cH:5][cH:6][cH:7]1)[O:8][CH2:9][C:10](=[O:11])[OH:12].[CH3:28][N:29]([c:30]1[cH:31][cH:32][n:33][cH:34][cH:35]1)[CH3:36].[NH2:13][c:14]1[cH:15][cH:16][c:17]([C:20]([CH3:21])=[O:22])[cH:18][cH:19]1.[O:23]=[CH:24][N:25]([CH3:26])[CH3:27]>>[CH2:1]([c:2]1[cH:3][cH:4][cH:5][cH:6][cH:7]1)[O:8][CH2:9][C:10](=[O:12])[NH:13][c:14]1[cH:15][cH:16][c:17]([C:20]([CH3:21])=[O:22])[cH:18][cH:19]1. Starting materials: BrC1=CC=C(C=C1)C=1N(C=2CCCCC2C1)C1=CC(=C(C=C1)O)C(=O)O (2-(4-bromophenyl)-1-(3-carboxy-4-hydroxyphenyl)-4,5,6,7-tetrahydroindole), Cl (hydrochloric acid), [C-]#N.[Na+] (sodium cyanide), cuprous cyanide, CN(C=O)C (dimethyl formamide), crystals. The solvent is O (water), O (water). Yields the product C(=O)(O)C=1C=C(C=CC1O)N1C(=CC=2CCCCC12)C1=CC=C(C=C1)C#N (1-(3-Carboxy-4-hydroxyphenyl)-2-(4-cyanophenyl)-4,5,6,7-tetrahydroindole). Reaction SMILES: Br[C:2]1[CH:7]=[CH:6][C:5]([C:8]2[N:9]([C:17]3[CH:22]=[CH:21][C:20]([OH:23])=[C:19]([C:24]([OH:26])=[O:25])[CH:18]=3)[C:10]3[CH2:11][CH2:12][CH2:13][CH2:14][C:15]=3[CH:16]=2)=[CH:4][CH:3]=1.[CH3:27][N:28](C)C=O.[C-]#N.[Na+].Cl>O>[C:24]([C:19]1[CH:18]=[C:17]([N:9]2[C:10]3[CH2:11][CH2:12][CH2:13][CH2:14][C:15]=3[CH:16]=[C:8]2[C:5]2[CH:4]=[CH:3][C:2]([C:27]#[N:28])=[CH:7][CH:6]=2)[CH:22]=[CH:21][C:20]=1[OH:23])([OH:26])=[O:25] |f:2.3|. Procedure details: A mixture of 6.18 g. (0.015 mole) of 2-(4-bromophenyl)-1-(3-carboxy-4-hydroxyphenyl)-4,5,6,7-tetrahydroindole, 1.6 g. (0.018 mole) of cuprous cyanide, and 10 ml. of dimethyl formamide was heated under reflux for 6 hours, poured into a solution of 3 g. of sodium cyanide and 10 ml. of water, and after 5 minutes diluted with 46 ml. of water. The solution was acidified to pH 1-2 with hydrochloric acid and the solid which separated was collected. Recrystallization from acetic acid gave 1.21 g. (23%) ... Reactants: C[Mg]Br (methyl magnesium bromide), O1CCCC1 (tetrahydrofuran), CCOC(=O)[C@@H]1N([C@@H](CC1)C1=CC(=C(C=C1)F)F)C(=O)OC(C)(C)C ((2R,5S)-5-(3,4-difluorophenyl)pyrrolidine-1,2-dicarboxylic acid 1-t-butyl ester 2-ethyl ester), [Cl-].[NH4+] (ammonium chloride), C(C)(=O)OCC (ethyl acetate). Run at time 1 hour. Yields the product FC=1C=C(C=CC1F)[C@@H]1CC[C@@H](N1)C(C)(C)O (2-[(2R,5S)-5-(3,4-difluorophenyl)pyrrolidine-2-yl]propan-2-ol). RXN SMILES: C[Mg]Br.O1CCC[CH2:5]1.CCOC([C@H:14]1[CH2:18][CH2:17][C@@H:16]([C:19]2[CH:24]=[CH:23][C:22]([F:25])=[C:21]([F:26])[CH:20]=2)[N:15]1C(OC(C)(C)C)=O)=O.[Cl-].[NH4+].C([O:39][CH2:40][CH3:41])(=O)C>>[F:26][C:21]1[CH:20]=[C:19]([C@H:16]2[NH:15][C@@H:14]([C:40]([OH:39])([CH3:41])[CH3:5])[CH2:18][CH2:17]2)[CH:24]=[CH:23][C:22]=1[F:25] |f:3.4|. Reported procedure: Under a nitrogen atmosphere and under ice-cooling, methyl magnesium bromide (20.7 mL, 0.97 M tetrahydrofuran solution) was added dropwise into a tetrahydrofuran (60 mL) solution of (2R,5S)-5-(3,4-difluorophenyl)pyrrolidine-1,2-dicarboxylic acid 1-t-butyl ester 2-ethyl ester (2.5 g). After stirring for 2 hours at the same temperature, ammonium chloride aqueous solution and ethyl acetate were added, and the organic layer was partitioned. The organic layer was washed with brine and dried with magne...